From a dataset of the Open Reaction Database (ORD), a public repository of structured organic reaction records. describe an organic reaction: reactants, conditions, products, and yield Starting materials: CNC(C1=CC(=CC=C1)C1=CC(=C(C=C1)O[C@H]1O[C@@H]([C@H]([C@@H]([C@@H]1O)O)O)CO)C)=O (N-methyl-3-[3-methyl-4-[(2R,3S,4S,5S,6R)-3,4,5-trihydroxy-6-(hydroxymethyl)tetrahydropyran-2-yl]oxy-phenyl]benzamide), C(C)(=O)O[C@H]1[C@@H]([C@H](O[C@@H]([C@@H]1OC(C)=O)COC(C)=O)OC1=C(C=C(C=C1)Br)F)CC(=O)[O-] ([(2R,3S,4S,5R,6R)-4,5-diacetoxy-6-(acetoxymethyl)-2-(4-bromo-2-fluoro-phenoxy)tetrahydropyran-3-yl]acetate), COC(=O)C=1C=C(C=CC1)B(O)O (3-methoxycarbonylphenyl boronic acid). The product is FC=1C=C(C=CC1O[C@H]1O[C@@H]([C@H]([C@@H]([C@@H]1O)O)O)CO)C=1C=C(C(=O)OC)C=CC1 (Methyl 3-[3-fluoro-4-[(2R,3S,4S,5S,6R)-3,4,5-trihydroxy-6-(hydroxymethyl)tetrahydropyran-2-yl]oxy-phenyl]benzoate). Isolated yield 66.0%. Reaction SMILES: CNC(=O)C1C=CC=C(C2C=CC([O:16][C@@H]3[C@@H](O)[C@@H](O)[C@H](O)[C@@H](CO)O3)=C(C)C=2)C=1.C([O:33][C@@H:34]1[C@@H:39]([O:40]C(=O)C)[C@@H:38]([CH2:44][O:45]C(=O)C)[O:37][C@H:36]([O:49][C:50]2[CH:55]=[CH:54][C:53](Br)=[CH:52][C:51]=2[F:57])[C@H:35]1CC([O-])=O)(=O)C.[CH3:62][O:63][C:64]([C:66]1[CH:67]=[C:68](B(O)O)[CH:69]=[CH:70][CH:71]=1)=[O:65]>>[F:57][C:51]1[CH:52]=[C:53]([C:68]2[CH:67]=[C:66]([CH:71]=[CH:70][CH:69]=2)[C:64]([O:63][CH3:62])=[O:65])[CH:54]=[CH:55][C:50]=1[O:49][C@@H:36]1[C@@H:35]([OH:16])[C@@H:34]([OH:33])[C@H:39]([OH:40])[C@@H:38]([CH2:44][OH:45])[O:37]1. Procedure details: 4a was prepared using the same procedure as for 5b with [(2R,3S,4S,5R,6R)-4,5-diacetoxy-6-(acetoxymethyl)-2-(4-bromo-2-fluoro-phenoxy)tetrahydropyran-3-yl]acetate and 3-methoxycarbonylphenyl boronic acid as the reactants. Yield: 66%. 1H NMR (300 MHz, METHANOL-d4) δ ppm 8.21 (t, J=1.65 Hz, 1H), 7.99 (td, J=1.44, 7.83 Hz, 1H), 7.84 (ddd, J=1.10, 1.92, 7.69 Hz, 1H), 7.35-7.62 (m, 4H), 5.55 (d, J=1.92 Hz, 1H), 4.10 (dd, J=1.79, 3.43 Hz, 1H), 3.94 (s, 3H), 3.86-4.00 (m, 1H), 3.59-3.86 (m, 4H). MS (ES... Starting materials: OCCCCCCCCNC(=O)C=1C=C(C=CC1)S(=O)(=O)C=1C=C2C(=C(C=NC2=C(C1)C)C(=O)N)NC1=CC(=CC=C1)OC (6-[[3-[(8-Hydroxyoctyl)carbamoyl]phenyl]sulfonyl]-4-[(3-methoxyphenyl)amino]-8-methylquinoline-3-carboxamide), CNCCCCCCO (6-(Methylamino)hexan-1-ol), C32H37N4O6S. Yields the product OCCCCCCN(C(=O)C=1C=C(C=CC1)S(=O)(=O)C=1C=C2C(=C(C=NC2=C(C1)C)C(=O)N)NC1=CC(=CC=C1)OC)C (6-[[3-[[6-Hydroxyhexyl)(methyl)carbamoyl]phenyl]sulfonyl]-4-[(3-methoxyphenyl)amino]-8-methylquinoline-3-carboxamide). As a reaction SMILES: OCCCCCCC[CH2:9][NH:10][C:11]([C:13]1[CH:14]=[C:15]([S:19]([C:22]2[CH:23]=[C:24]3[C:29](=[C:30]([CH3:32])[CH:31]=2)[N:28]=[CH:27][C:26]([C:33]([NH2:35])=[O:34])=[C:25]3[NH:36][C:37]2[CH:42]=[CH:41][CH:40]=[C:39]([O:43][CH3:44])[CH:38]=2)(=[O:21])=[O:20])[CH:16]=[CH:17][CH:18]=1)=[O:12].CN[CH2:47][CH2:48][CH2:49][CH2:50][CH2:51][CH2:52][OH:53]>>[OH:53][CH2:52][CH2:51][CH2:50][CH2:49][CH2:48][CH2:47][N:10]([CH3:9])[C:11]([C:13]1[CH:14]=[C:15]([S:19]([C:22]2[CH:23]=[C:24]3[C:29](=[C:30]([CH3:32])[CH:31]=2)[N:28]=[CH:27][C:26]([C:33]([NH2:35])=[O:34])=[C:25]3[NH:36][C:37]2[CH:42]=[CH:41][CH:40]=[C:39]([O:43][CH3:44])[CH:38]=2)(=[O:20])=[O:21])[CH:16]=[CH:17][CH:18]=1)=[O:12]. Reported procedure: The title compound was synthesized in a manner analogous to that described for Intermediate 70, using Intermediate 21 in place of 8-aminooctanol. ES/MS calcd. for C32H37N4O6S+ 605.2. Found m/z=605 (M+H)+. The reactants are Cc1ccc2c(=O)n(C3CCN(C(=O)OC(C)(C)C)C3)ccc2c1[N+](=O)[O-], CCO, [Cl-], [Fe], [NH4+], O. The product is Cc1ccc2c(=O)n(C3CCN(C(=O)OC(C)(C)C)C3)ccc2c1N. RXN SMILES: [CH3:1][c:2]1[c:3]([N+:25]([O-:26])=[O:27])[c:4]2[cH:5][cH:6][n:7]([CH:13]3[CH2:14][N:15]([C:18](=[O:19])[O:20][C:21]([CH3:22])([CH3:23])[CH3:24])[CH2:16][CH2:17]3)[c:8](=[O:12])[c:9]2[cH:10][cH:11]1.[CH3:28][CH2:29][OH:30].[Cl-:31].[Fe:34].[NH4+:32].[OH2:33]>>[CH3:1][c:2]1[c:3]([NH2:25])[c:4]2[cH:5][cH:6][n:7]([CH:13]3[CH2:14][N:15]([C:18](=[O:19])[O:20][C:21]([CH3:22])([CH3:23])[CH3:24])[CH2:16][CH2:17]3)[c:8](=[O:12])[c:9]2[cH:10][cH:11]1. The reactants are [BH4-], C1CCOC1, CCC(CC)(c1ccc(OCC(=O)C(C)(C)C)c(C)c1)c1cc2cc(C(=O)NC(C)(C)C(=O)O)ccc2o1, [Na+]. The product is CCC(CC)(c1ccc(OCC(O)C(C)(C)C)c(C)c1)c1cc2cc(C(=O)NC(C)(C)C(=O)O)ccc2o1. Reaction SMILES: [BH4-:39].[CH2:41]1[O:42][CH2:43][CH2:44][CH2:45]1.[CH3:1][C:2]([C:3]([CH2:4][O:5][c:6]1[c:7]([CH3:35])[cH:8][c:9]([C:12]([CH2:13][CH3:14])([CH2:15][CH3:16])[c:17]2[o:18][c:19]3[c:20]([cH:21]2)[cH:22][c:23]([C:26](=[O:27])[NH:28][C:29]([C:30](=[O:31])[OH:32])([CH3:33])[CH3:34])[cH:24][cH:25]3)[cH:10][cH:11]1)=[O:36])([CH3:37])[CH3:38].[Na+:40]>>[CH3:1][C:2]([CH:3]([CH2:4][O:5][c:6]1[c:7]([CH3:35])[cH:8][c:9]([C:12]([CH2:13][CH3:14])([CH2:15][CH3:16])[c:17]2[o:18][c:19]3[c:20]([cH:21]2)[cH:22][c:23]([C:26](=[O:27])[NH:28][C:29]([C:30](=[O:31])[OH:32])([CH3:33])[CH3:34])[cH:24][cH:25]3)[cH:10][cH:11]1)[OH:36])([CH3:37])[CH3:38]. Procedure details: 3-(4,4-Difluorocyclohexyl)propionic acid (500 mg, 2.60 mmol) obtained in step 3 of Example 34 was dissolved in dichloromethane (5.0 mL), and the solution was stirred at room temperature for 30 minutes after adding oxalyl chloride (0.430 mL, 5.12 mmol) and DMF (0.010 mL). The solvent was then evaporated under reduced pressure. The residue was dissolved in dichloromethane (10 mL), and the mixture was cooled to −10° C., and stirred at room temperature for 2 hours after adding anhydrous trifluoroace... Reaction conditions: time 30 minute. Reactants: C(C(=O)Cl)(=O)Cl (oxalyl chloride), FC1(CCC(CC1)CCC(=O)O)F (3-(4,4-Difluorocyclohexyl)propionic acid), FC(C(=O)O)(F)F (trifluoroacetic acid), N1=CC=CC=C1 (pyridine). Yield: 32.1%. Reaction SMILES: [F:1][C:2]1([F:13])[CH2:7][CH2:6][CH:5]([CH2:8][CH2:9][C:10]([OH:12])=O)[CH2:4][CH2:3]1.C(Cl)(=O)C(Cl)=O.[F:20][C:21]([F:26])([F:25])C(O)=O.N1C=CC=CC=1>ClCCl.CN(C=O)C>[F:13][C:2]1([F:1])[CH2:3][CH2:4][CH:5]([CH2:8][CH2:9][C:10](=[O:12])[C:21]([F:26])([F:25])[F:20])[CH2:6][CH2:7]1. The solvent is CN(C)C=O (DMF), ClCCl (dichloromethane). Product: FC1(CCC(CC1)CCC(C(F)(F)F)=O)F (4-(4,4-difluorocyclohexyl)-1,1,1-trifluorobutan-2-one). Reactants: C(C)(=O)OC=1C(=C2CCC(OC2=C(C1C)C)(C)OC)C (6-acetoxy-2-methoxy-2,5,7,8-tetramethylchroman), S(O)(O)(=O)=O (sulfuric acid). Solvent: CC(=O)C (acetone), O (water). Reaction conditions: temperature 70 celsius. Yields the product C(C)(=O)OC=1C(=C2CCC(OC2=C(C1C)C)(C)O)C (6-acetoxy-2-hydroxy-2,5,7,8-tetramethylchroman). Isolated yield 76.6%. RXN SMILES: [C:1]([O:4][C:5]1[C:6]([CH3:20])=[C:7]2[C:12](=[C:13]([CH3:16])[C:14]=1[CH3:15])[O:11][C:10]([O:18]C)([CH3:17])[CH2:9][CH2:8]2)(=[O:3])[CH3:2].S(=O)(=O)(O)O>CC(C)=O.O>[C:1]([O:4][C:5]1[C:6]([CH3:20])=[C:7]2[C:12](=[C:13]([CH3:16])[C:14]=1[CH3:15])[O:11][C:10]([OH:18])([CH3:17])[CH2:9][CH2:8]2)(=[O:3])[CH3:2]. Procedure details: A solution of 6-acetoxy-2-methoxy-2,5,7,8-tetramethylchroman (74.11 g, 266.25 mmol), and concentrated sulfuric acid (2.5 mL) in a mixture of acetone (375 mL) and water 300 mL) was added to a distillation apparatus and warmed at reflux. Distillant was collected until the still head temperature reached 92° C. (about 1.5 h). The slurry was allowed to cool to 70° C. and 240 mL of acetone was added. The resulting mixture was allowed to cool to ambient temperature and the solid that formed was collect... The reactants are acetal, ClC1=CC(C2=CC=C(C=C2C1=O)OC)=O (3-chloro-6-methoxy-1,4-naphthoquinone), water ice, SbF5. The solvent is O1CCCC1 (tetrahydrofuran), O1CCCC1 (THF). Conditions: time 8 hour. Product: OC1=C2CCC(CC2=CC=2C(C3=CC=C(C=C3C(C12)=O)OC)=O)=O (5-HYDROXY-8-METHOXY-3,4-DIHYDRO-1H-NAPHTHACENE-2,6,11-TRIONE). Reaction SMILES: Cl[C:2]1[C:11](=[O:12])[C:10]2[C:5](=[CH:6][CH:7]=[C:8]([O:13][CH3:14])[CH:9]=2)[C:4](=[O:15])[CH:3]=1>O1CCCC1>[OH:15][C:4]1[C:2]2[C:11](=[O:12])[C:10]3[C:5](=[CH:6][CH:7]=[C:8]([O:13][CH3:14])[CH:9]=3)[C:4](=[O:15])[C:3]=2[CH:11]=[C:10]2[C:5]=1[CH2:6][CH2:7][C:8](=[O:13])[CH2:9]2. Reported procedure: A solution of the keten acetal VII (2.5 g; 8.9 mmol) in tetrahydrofuran (THF) (3 ml) is added dropwise at 0° C. to a solution of 3-chloro-6-methoxy-1,4-naphthoquinone (1.9 g; 8.6 mmol) in THF (20 ml). The reaction medium is stirred overnight at ambient temperature. After evaporation of the solvent, the solid obtained is added slowly to a solution of HF (25 ml)-SbF5 (5 ml) at -40° C. in a Teflon flask. The mixture is kept at -40° C. for 20 minutes and then poured slowly into 500 ml of a water/ice...